This data is from the Open Reaction Database (ORD), a public repository of structured organic reaction records. The task is: describe an organic reaction: reactants, conditions, products, and yield The yield is 105.5%. The solvent is O (water), C1CCOC1 (THF), O (water). Reported procedure: 6-Methoxy-1H-indole-2-carboxylic acid ethyl ester (5.0 g) was treated with lithium hydroxide (2.33 g) in THF (90 mL) followed by water (30 mL) and stirred at ambient temperature for 16 h. The solution was acidified with 10% hydrochloric acid, diluted with water and extracted with ethyl acetate. The organic extracts were washed with brine, dried over sodium sulfate, filtered, and concentrated to afford 6-Methoxy-1H-indole-2-carboxylic acid (4.60 g). This material (4.64 g) and 1-(3-dimethylaminopr... As a reaction SMILES: C([O:3][C:4]([C:6]1[NH:7][C:8]2[C:13]([CH:14]=1)=[CH:12][CH:11]=[C:10]([O:15][CH3:16])[CH:9]=2)=[O:5])C.[OH-].[Li+].Cl>C1COCC1.O>[CH3:16][O:15][C:10]1[CH:9]=[C:8]2[C:13]([CH:14]=[C:6]([C:4]([OH:5])=[O:3])[NH:7]2)=[CH:12][CH:11]=1 |f:1.2|. Run at time 16 hour. Yields the product COC1=CC=C2C=C(NC2=C1)C(=O)O (6-Methoxy-1H-indole-2-carboxylic acid). Starting materials: C(C)OC(=O)C=1NC2=CC(=CC=C2C1)OC (6-Methoxy-1H-indole-2-carboxylic acid ethyl ester), [OH-].[Li+] (lithium hydroxide), Cl (hydrochloric acid). Starting materials: C1(=CC=CC=C1)OC(NC=1C(=NC(=C(C1)CC)C)OC)=O (Phenyl-N-(5-ethyl-2-methoxy-6-methylpyridin-3-yl)carbamate), C(C)OC1=C(C=CC=C1)N1CCNCC1 (1-(2-ethoxyphenyl)piperazine). Yields the product C(C)C=1C=C(C(=NC1C)OC)NC(=O)N1CCN(CC1)C1=C(C=CC=C1)OCC (1-[(5-ethyl-2-methoxy-6-methylpyridin-3-yl)aminocarbonyl]-4-(2-ethoxyphenyl)piperazine). Isolated yield 78.0%. As a reaction SMILES: C1(O[C:8](=[O:21])[NH:9][C:10]2[C:11]([O:19][CH3:20])=[N:12][C:13]([CH3:18])=[C:14]([CH2:16][CH3:17])[CH:15]=2)C=CC=CC=1.[CH2:22]([O:24][C:25]1[CH:30]=[CH:29][CH:28]=[CH:27][C:26]=1[N:31]1[CH2:36][CH2:35][NH:34][CH2:33][CH2:32]1)[CH3:23]>>[CH2:16]([C:14]1[CH:15]=[C:10]([NH:9][C:8]([N:34]2[CH2:33][CH2:32][N:31]([C:26]3[CH:27]=[CH:28][CH:29]=[CH:30][C:25]=3[O:24][CH2:22][CH3:23])[CH2:36][CH2:35]2)=[O:21])[C:11]([O:19][CH3:20])=[N:12][C:13]=1[CH3:18])[CH3:17]. Procedure: Phenyl-N-(5-ethyl-2-methoxy-6-methylpyridin-3-yl)carbamate and 1-(2-ethoxyphenyl)piperazine were reacted by the same way with the example 1 to obtain the titled compound. Starting materials: ClC1=CC=C(C=C1)C1=CC=C(C=O)C=C1 (4-(4-chlorophenyl)benzaldehyde), OC(C(=O)O)(C)C (2-hydroxy-2-methylpropionic acid), O.C1(=CC=C(C=C1)S(=O)(=O)O)C (p-toluenesulphonic acid monohydrate), 2-[4-(4-chlorophenyl)-phenyl]-5,5-dimethyl-1,3-dioxolanone-4, C(C)(C)(C)[Mg]Cl (t-butyl magnesium chloride), Cl (hydrochloric acid), C(C)(C)(C)Cl (t-butyl chloride), [Mg] (magnesium). Run in ClC1=CC=CC=C1 (chlorobenzene), CCOCC (ether), O (water). Conditions: time 1 hour. Yields the product ClC1=CC=C(C=C1)C1=CC=C(COC(C(=O)O)(C)C)C=C1 (2-[4-(4-chlorophenyl)benzyloxy]-2-methyl-propionic acid). Isolated yield 15.8%. As a reaction SMILES: [Cl:1][C:2]1[CH:7]=[CH:6][C:5]([C:8]2[CH:15]=[CH:14][C:11]([CH:12]=[O:13])=[CH:10][CH:9]=2)=[CH:4][CH:3]=1.O[C:17]([CH3:22])([CH3:21])[C:18]([OH:20])=[O:19].O.C1(C)C=CC(S(O)(=O)=O)=CC=1.C([Mg]Cl)(C)(C)C.[Mg].C(Cl)(C)(C)C.Cl>ClC1C=CC=CC=1.CCOCC.O>[Cl:1][C:2]1[CH:3]=[CH:4][C:5]([C:8]2[CH:15]=[CH:14][C:11]([CH2:12][O:13][C:17]([CH3:22])([CH3:21])[C:18]([OH:20])=[O:19])=[CH:10][CH:9]=2)=[CH:6][CH:7]=1 |f:2.3|. Procedure details: A solution of 4-(4-chlorophenyl)benzaldehyde (41.5 g.) in chlorobenzene (250 ml.) containing in addition 2-hydroxy-2-methylpropionic acid (29.7 g.) and p-toluenesulphonic acid monohydrate (2.7 g.) was heated under reflux for 6 hours at reduced pressure (105° C., 313 mm Hg) with continuous removal of water by azeotropic distillation. The solution was then cooled, washed successively with 10% w/v sodium carbonate solution (500 ml.) and water (2×500 ml.), dried (MgSO4), filtered and diluted with fr... Reactants: F[B-](F)(F)F, CCOC(=O)CN(C(=O)OC(C)(C)C)C(Cc1ccc(OC)cc1)C(=O)O, O=C(OCc1ccccc1)C1CCCN1, CN1CCOCC1, CN(C)C=O, Cl, O, CN(C)C(On1nnc2ccccc21)=[N+](C)C. Yields the product CCOC(=O)CN(C(=O)OC(C)(C)C)C(Cc1ccc(OC)cc1)C(=O)N1CCCC1C(=O)OCc1ccccc1. Reaction SMILES: [B-:51]([F:52])([F:53])([F:54])[F:55].[CH2:17]([CH3:18])[O:19][C:20](=[O:21])[CH2:22][N:23]([CH:24]([C:25](=[O:26])[OH:27])[CH2:28][c:29]1[cH:30][cH:31][c:32]([O:35][CH3:36])[cH:33][cH:34]1)[C:37](=[O:38])[O:39][C:40]([CH3:41])([CH3:42])[CH3:43].[CH2:2]([c:3]1[cH:4][cH:5][cH:6][cH:7][cH:8]1)[O:9][C:10]([CH:11]1[NH:12][CH2:13][CH2:14][CH2:15]1)=[O:16].[CH3:44][N:45]1[CH2:46][CH2:47][O:48][CH2:49][CH2:50]1.[CH:73]([N:74]([CH3:75])[CH3:76])=[O:77].[ClH:1].[OH2:78].[n:56]1([O:57][C:58]([N:59]([CH3:60])[CH3:61])=[N+:62]([CH3:63])[CH3:64])[c:65]2[cH:66][cH:67][cH:68][cH:69][c:70]2[n:71][n:72]1>>[CH2:2]([c:3]1[cH:4][cH:5][cH:6][cH:7][cH:8]1)[O:9][C:10]([CH:11]1[N:12]([C:25]([CH:24]([N:23]([CH2:22][C:20]([O:19][CH2:17][CH3:18])=[O:21])[C:37](=[O:38])[O:39][C:40]([CH3:41])([CH3:42])[CH3:43])[CH2:28][c:29]2[cH:30][cH:31][c:32]([O:35][CH3:36])[cH:33][cH:34]2)=[O:26])[CH2:13][CH2:14][CH2:15]1)=[O:16]. The reactants are [OH-].[Na+] (NaOH), C(C)(C)(C)OC(=O)N1CC(C1)OC1=CC=C(C=C1)OCC1CC1 (3-(4-cyclopropylmethoxy-phenoxy)-azetidine-1-carboxylic acid tert-butyl ester), Cl (HCl). Solvent: O1CCOCC1 (1,4-dioxane), O1CCOCC1 (dioxane). Reaction conditions: time 2 hour. The product is C1(CC1)COC1=CC=C(OC2CNC2)C=C1 (3-(4-Cyclopropylmethoxy-phenoxy)-azetidine). RXN SMILES: C(OC([N:8]1[CH2:11][CH:10]([O:12][C:13]2[CH:18]=[CH:17][C:16]([O:19][CH2:20][CH:21]3[CH2:23][CH2:22]3)=[CH:15][CH:14]=2)[CH2:9]1)=O)(C)(C)C.Cl.[OH-].[Na+]>O1CCOCC1>[CH:21]1([CH2:20][O:19][C:16]2[CH:17]=[CH:18][C:13]([O:12][CH:10]3[CH2:9][NH:8][CH2:11]3)=[CH:14][CH:15]=2)[CH2:22][CH2:23]1 |f:2.3|. Reported procedure: To 1.7 g (5.32 mmol) 3-(4-cyclopropylmethoxy-phenoxy)-azetidine-1-carboxylic acid tert-butyl ester in 15 mL 1,4-dioxane is added 12.8 mL (16.0 mmol) HCl in dioxane (1.25 mol/L) and the mixture is stirred for 2 h at rt. 1 N NaOH solution is added until the mixture is slightly basic followed by extraction with DCM (2×). The combined organic layers are washed and dried over MgSO4. The solvent is evaporated and the residue is purified by column chromatography (silica gel; DCM/MeOH; gradient 9:1→7:3)... Starting materials: CCN(C(C)C)C(C)C, Cn1c(Cl)nc(-c2ccncc2)c(NC(=O)c2ccccc2)c1=O, NCC(N)Cc1ccccc1. Yields the product Cn1c(NCC(N)Cc2ccccc2)nc(-c2ccncc2)c(NC(=O)c2ccccc2)c1=O. RXN SMILES: [CH:36]([N:37]([CH:38]([CH3:39])[CH3:40])[CH2:41][CH3:42])([CH3:43])[CH3:44].[Cl:1][c:2]1[n:3]([CH3:24])[c:4](=[O:23])[c:5]([NH:14][C:15]([c:16]2[cH:17][cH:18][cH:19][cH:20][cH:21]2)=[O:22])[c:6](-[c:8]2[cH:9][cH:10][n:11][cH:12][cH:13]2)[n:7]1.[c:25]1([CH2:31][CH:32]([CH2:33][NH2:34])[NH2:35])[cH:26][cH:27][cH:28][cH:29][cH:30]1>>[c:2]1([NH:34][CH2:33][CH:32]([CH2:31][c:25]2[cH:26][cH:27][cH:28][cH:29][cH:30]2)[NH2:35])[n:3]([CH3:24])[c:4](=[O:23])[c:5]([NH:14][C:15]([c:16]2[cH:17][cH:18][cH:19][cH:20][cH:21]2)=[O:22])[c:6](-[c:8]2[cH:9][cH:10][n:11][cH:12][cH:13]2)[n:7]1. Reactants: Br, CC(=O)O, COC(=O)c1ccc2c(C3CCCCC3)c3n(c2c1)CCOc1c(OCc2ccccc2)cccc1-3, O. The product is COC(=O)c1ccc2c(C3CCCCC3)c3n(c2c1)CCOc1c(O)cccc1-3. Reaction SMILES: [BrH:41].[C:37]([OH:38])(=[O:39])[CH3:40].[CH2:1]([c:2]1[cH:3][cH:4][cH:5][cH:6][cH:7]1)[O:8][c:9]1[cH:10][cH:11][cH:12][c:13]2[c:22]1[O:21][CH2:20][CH2:19][n:18]1[c:14]-2[c:15]([CH:31]2[CH2:32][CH2:33][CH2:34][CH2:35][CH2:36]2)[c:16]2[c:17]1[cH:23][c:24]([C:27](=[O:28])[O:29][CH3:30])[cH:25][cH:26]2.[OH2:42]>>[OH:8][c:9]1[cH:10][cH:11][cH:12][c:13]2[c:22]1[O:21][CH2:20][CH2:19][n:18]1[c:14]-2[c:15]([CH:31]2[CH2:32][CH2:33][CH2:34][CH2:35][CH2:36]2)[c:16]2[c:17]1[cH:23][c:24]([C:27](=[O:28])[O:29][CH3:30])[cH:25][cH:26]2. Solvent: CN(C=O)C (dimethylformamide). Reported procedure: A mixture of potassium phthalimide (0.48 g) and 5-bromopentanal dimethyl acetal (0.50 g) in dry dimethylformamide (3 ml) was stirred at 90° for 5 h and then allowed to cool. The resultant yellow suspension was then partitioned between water (30 ml) and ethyl acetate (3×30 ml). The combined organic extracts were then dried (Na2SO4) and concentrated in vauco. The product is COC(CCCCN1C(C2=CC=CC=C2C1=O)=O)OC (2-(5,5-Dimethoxypentyl)-1H-isoindole-1,3(2H)-dione). Conditions: time 5 hour. Starting materials: C1(C=2C(C(N1)=O)=CC=CC2)=O.[K] (potassium phthalimide), COC(CCCCBr)OC (5-bromopentanal dimethyl acetal). As a reaction SMILES: [C:1]1(=[O:11])[NH:5][C:4](=[O:6])[C:3]2=[CH:7][CH:8]=[CH:9][CH:10]=[C:2]12.[K].[CH3:13][O:14][CH:15]([O:21][CH3:22])[CH2:16][CH2:17][CH2:18][CH2:19]Br>CN(C)C=O>[CH3:13][O:14][CH:15]([O:21][CH3:22])[CH2:16][CH2:17][CH2:18][CH2:19][N:5]1[C:1](=[O:11])[C:2]2[C:3](=[CH:7][CH:8]=[CH:9][CH:10]=2)[C:4]1=[O:6] |f:0.1,^1:11|. Starting materials: CC(C)C[Al]CC(C)C, CCOC(C)=O, Cc1ccccc1, Cc1cc(C#N)cc2[nH]c(-c3c(NCC(O)c4cccc(Cl)c4)cc[nH]c3=O)nc12, O. Yields the product Cc1cc(C=O)cc2[nH]c(-c3c(NCC(O)c4cccc(Cl)c4)cc[nH]c3=O)nc12. RXN SMILES: [CH2:31]([Al:32][CH2:33][CH:34]([CH3:35])[CH3:36])[CH:37]([CH3:38])[CH3:39].[CH3:40][CH2:41][O:42][C:43](=[O:44])[CH3:45].[CH3:47][c:48]1[cH:49][cH:50][cH:51][cH:52][cH:53]1.[Cl:1][c:2]1[cH:3][c:4]([CH:8]([CH2:9][NH:10][c:11]2[c:12](-[c:18]3[nH:19][c:20]4[c:21]([n:22]3)[c:23]([CH3:29])[cH:24][c:25]([C:27]#[N:28])[cH:26]4)[c:13](=[O:17])[nH:14][cH:15][cH:16]2)[OH:30])[cH:5][cH:6][cH:7]1.[OH2:46]>>[Cl:1][c:2]1[cH:3][c:4]([CH:8]([CH2:9][NH:10][c:11]2[c:12](-[c:18]3[nH:19][c:20]4[c:21]([n:22]3)[c:23]([CH3:29])[cH:24][c:25]([CH:27]=[O:42])[cH:26]4)[c:13](=[O:17])[nH:14][cH:15][cH:16]2)[OH:30])[cH:5][cH:6][cH:7]1.